This data is from the Open Reaction Database (ORD), a public repository of structured organic reaction records. The task is: describe an organic reaction: reactants, conditions, products, and yield Starting materials: NC1=C(C=CC(=C1)Cl)S (2-Amino-4-chloro-benzenethiol), Cl.ClCC=1N=CNC1 (4-chloromethyl-1H-imidazole hydrogen chloride), ClC1=C(C=C(C=C1)S(=O)(=O)Cl)C(F)(F)F (4-chloro-3-trifluoromethyl-benzenesulfonyl chloride). Product: ClC1=C(C=C(C=C1)S(=O)(=O)NC1=C(C=CC(=C1)Cl)SCC=1N=CNC1)C(F)(F)F (4-chloro-N-{5-chloro-2-[(1H-imidazol-4-ylmethyl)thio]phenyl}-3-(trifluoromethyl)benzenesulfonamide). As a reaction SMILES: [NH2:1][C:2]1[CH:7]=[C:6]([Cl:8])[CH:5]=[CH:4][C:3]=1[SH:9].Cl.Cl[CH2:12][C:13]1[N:14]=[CH:15][NH:16][CH:17]=1.[Cl:18][C:19]1[CH:24]=[CH:23][C:22]([S:25](Cl)(=[O:27])=[O:26])=[CH:21][C:20]=1[C:29]([F:32])([F:31])[F:30]>>[Cl:18][C:19]1[CH:24]=[CH:23][C:22]([S:25]([NH:1][C:2]2[CH:7]=[C:6]([Cl:8])[CH:5]=[CH:4][C:3]=2[S:9][CH2:12][C:13]2[N:14]=[CH:15][NH:16][CH:17]=2)(=[O:26])=[O:27])=[CH:21][C:20]=1[C:29]([F:32])([F:30])[F:31] |f:1.2|. Procedure details: Following General Procedure A, B, the title compound was prepared from 2-Amino-4-chloro-benzenethiol, 4-chloromethyl-1H-imidazole hydrogen chloride and 4-chloro-3-trifluoromethyl-benzenesulfonyl chloride. Starting materials: S(=O)(=O)([O-])[O-].[Na+].[Na+] (sodium sulfate), N1CCCCC1 (piperidine), C(CC)[C@@H]1CC[C@H](CC1)CC=O (trans-4-propylcyclohexylacetaldehyde). Run at time 24 hour. The product is C(CC)[C@@H]1CC[C@H](CC1)C=CN1CCCCC1 (1-[2-(trans-4-propylcyclohexyl)vinyl]piperidine). Yield: 75.0%. Reaction SMILES: S([O-])([O-])(=O)=O.[Na+].[Na+].[NH:8]1[CH2:13][CH2:12][CH2:11][CH2:10][CH2:9]1.[CH2:14]([C@H:17]1[CH2:22][CH2:21][C@H:20]([CH2:23][CH:24]=O)[CH2:19][CH2:18]1)[CH2:15][CH3:16]>>[CH2:14]([C@H:17]1[CH2:18][CH2:19][C@H:20]([CH:23]=[CH:24][N:8]2[CH2:13][CH2:12][CH2:11][CH2:10][CH2:9]2)[CH2:21][CH2:22]1)[CH2:15][CH3:16] |f:0.1.2|. Procedure: 0.078 mol of anhydrous sodium sulfate and 0.086 mol of piperidine were mixed and treated dropwise at -5° C. under nitrogen with 0.039 mol of trans-4-propylcyclohexylacetaldehyde. The reaction mixture was stirred at room temperature for 24 hours. Subsequently the precipitate was filtered off and washed with hexane. Distillation of the combined filtrates under a vacuum gave 1-[2-(trans-4-propylcyclohexyl)vinyl]piperidine of b.p. 118°-120° C./1 Torr in 75% yield.